The task is: describe an organic reaction: reactants, conditions, products, and yield. This data is from the Open Reaction Database (ORD), a public repository of structured organic reaction records. Conditions: temperature 85 celsius. Procedure: 260 g of 2-methoxy-4-amino-5-methyl-thio-benzoic acid and 520 ml of acetic acid are placed in a 2 liter flask fitted with an agitator, a thermometer, a condenser and a dropping funnel. 123 ml of acetic anhydride (density 1.082) is poured in slowly. The temperature rises to reach 40° C. The reaction mixture is heated for 1 hour 30 at 85° C., cooled and poured over 1,000 g of ice and 1,000 ml of water. The precipitate which forms is filtered, washed with water and dried in an oven at 50° C. RXN SMILES: [CH3:1][O:2][C:3]1[CH:11]=[C:10]([NH2:12])[C:9]([CH3:13])=[CH:8][C:4]=1[C:5]([OH:7])=[S:6].[C:14](O)(=[O:16])[CH3:15].C(OC(=O)C)(=O)C>O>[CH3:1][O:2][C:3]1[CH:11]=[C:10]([NH:12][C:14]([CH3:15])=[O:16])[C:9]([CH3:13])=[CH:8][C:4]=1[C:5]([OH:7])=[S:6]. Reactants: COC1=C(C(=S)O)C=C(C(=C1)N)C (2-methoxy-4-amino-5-methyl-thio-benzoic acid), C(C)(=O)O (acetic acid), ice, C(C)(=O)OC(C)=O (acetic anhydride). Product: COC1=C(C(=S)O)C=C(C(=C1)NC(=O)C)C (2-methoxy-4-acetamino-5-methyl-thio-benzoic acid). Solvent: O (water). The reactants are COC=1C=C(C=C(C1)OC)CC(=O)O (3,5-dimethoxyphenylacetic acid), OS(=O)(=O)O (H2SO4), CCO (EtOH). Product: COC=1C=C(C=C(C1)OC)CC(=O)OCC (Ethyl 3,5-dimethoxyphenylacetate). Isolated yield 88.0%. RXN SMILES: [CH3:1][O:2][C:3]1[CH:4]=[C:5]([CH2:11][C:12]([OH:14])=[O:13])[CH:6]=[C:7]([O:9][CH3:10])[CH:8]=1.OS(O)(=O)=O.[CH3:20][CH2:21]O>>[CH3:10][O:9][C:7]1[CH:6]=[C:5]([CH2:11][C:12]([O:14][CH2:20][CH3:21])=[O:13])[CH:4]=[C:3]([O:2][CH3:1])[CH:8]=1. Procedure: A solution of 3,5-dimethoxyphenylacetic acid (2.0 g; 10 mmol) and H2SO4 (conc.; 0.2 mL) in EtOH (50 mL) was refluxed overnight. The solution was concentrated, and the resultant material was dissolved in aqueous NaOH (1M). After extraction with ether (2×75 mL), washing of the combined organic phase with brine, drying (Na2SO4) and evaporating, 2.0 g (88%) of the sub-title compound was obtained. Reactants: cuprous chloride, [H-].[Na+] (sodium hydride), BrC1=CC=C(C=C1)OC (p-bromoanisole), C(C=C)OC=1C=C2CCC(NC2=CC1)=O (6-allyloxy-3,4-dihydro-2(1H)-quinolinone). The solvent is CN(C=O)C (dimethyl-formamide). Reaction conditions: temperature 120 celsius, time 24 hour. Yields the product C(C=C)OC=1C=C2CCC(N(C2=CC1)C1=CC=C(C=C1)OC)=O (6-allyloxy-3,4-dihydro-1-(4-methoxyphenyl)-2(1H)-quinolinone). Isolated yield 42.0%. As a reaction SMILES: [CH2:1]([O:4][C:5]1[CH:6]=[C:7]2[C:12](=[CH:13][CH:14]=1)[NH:11][C:10](=[O:15])[CH2:9][CH2:8]2)[CH:2]=[CH2:3].[H-].[Na+].Br[C:19]1[CH:24]=[CH:23][C:22]([O:25][CH3:26])=[CH:21][CH:20]=1>CN(C)C=O>[CH2:1]([O:4][C:5]1[CH:6]=[C:7]2[C:12](=[CH:13][CH:14]=1)[N:11]([C:19]1[CH:24]=[CH:23][C:22]([O:25][CH3:26])=[CH:21][CH:20]=1)[C:10](=[O:15])[CH2:9][CH2:8]2)[CH:2]=[CH2:3] |f:1.2|. Reported procedure: 2 Grams of 6-allyloxy-3,4-dihydro-2(1H)-quinolinone was dissolved in 50 ml of dimethyl-formamide, then 0.5 g of 60% oily sodium hydride and 5 ml of p-bromoanisole were added thereto by the procedures similar to those employed in Reference example 7, further 4 g of cuprous chloride was added, and stirred at 120° C. for 24 hours. The inorganic materials were removed by filtration, and the filtrate was concentrated under reduced pressure. Thus obtained residual product was subjected to extraction w... Starting materials: N1=C(C=CC=C1)NC1=CC=C(OC2=C(C(=O)O)C=CC=N2)C=C1 (2-(4-(pyridin-2-ylamino)phenoxy)nicotinic acid), Cl.C1(CC1)CN (cyclopropylmethanamine hydrochloride), TEA, C(CCl)Cl (EDC), C=1C=CC2=C(C1)N=NN2O (HOBT). The solvent is CN(C)C=O (DMF), O (water). Conditions: time 5 minute. The product is C1(CC1)CNC(C1=C(N=CC=C1)OC1=CC=C(C=C1)NC1=NC=CC=C1)=O (N-(cyclopropylmethyl)-2-(4-(pyridin-2-ylamino)phenoxy)nicotinamide). RXN SMILES: [N:1]1[CH:6]=[CH:5][CH:4]=[CH:3][C:2]=1[NH:7][C:8]1[CH:23]=[CH:22][C:11]([O:12][C:13]2[N:21]=[CH:20][CH:19]=[CH:18][C:14]=2[C:15]([OH:17])=O)=[CH:10][CH:9]=1.Cl.[CH:25]1([CH2:28][NH2:29])[CH2:27][CH2:26]1.C(Cl)CCl.C1C=CC2N(O)N=NC=2C=1>CN(C=O)C.O>[CH:25]1([CH2:28][NH:29][C:15](=[O:17])[C:14]2[CH:18]=[CH:19][CH:20]=[N:21][C:13]=2[O:12][C:11]2[CH:10]=[CH:9][C:8]([NH:7][C:2]3[CH:3]=[CH:4][CH:5]=[CH:6][N:1]=3)=[CH:23][CH:22]=2)[CH2:27][CH2:26]1 |f:1.2|. Reported procedure: To a 100 mL round-bottomed flask was added 2-(4-(pyridin-2-ylamino)phenoxy)nicotinic acid (0.333 g, 1.08 mmol), cyclopropylmethanamine hydrochloride (0.116 g, 1.08 mmol), and TEA (0.4500 mL, 3.25 mmol) in DMF to stir for 5 min. EDC (0.2314 g, 1.19 mmol) and HOBT (0.1870 g, 1.19 mmol) was then added and allowed to stir overnight. The reaction mixture was diluted with water (10 mL) and extracted with DCM (3×10 mL). The organic extract was washed with water (1×10 mL), saturated sodium chloride (1×1... Reactants: O=C([O-])[O-], O=C(Nc1ccc(Oc2ccnc(N=C(c3ccccc3)c3ccccc3)c2Cl)c(F)c1)c1c[nH]cc(-c2ccc(F)cc2)c1=O, [Cs+], [Cs+], [I-], [K+], CN(C)C=O, CC(C)(C)OP(=O)(OCCl)OC(C)(C)C. The product is CC(C)(C)OP(=O)(OCn1cc(C(=O)Nc2ccc(Oc3ccnc(N=C(c4ccccc4)c4ccccc4)c3Cl)c(F)c2)c(=O)c(-c2ccc(F)cc2)c1)OC(C)(C)C. Reaction SMILES: [C:47](=[O:48])([O-:49])[O-:50].[Cl:1][c:2]1[c:3]([N:33]=[C:34]([c:35]2[cH:36][cH:37][cH:38][cH:39][cH:40]2)[c:41]2[cH:42][cH:43][cH:44][cH:45][cH:46]2)[n:4][cH:5][cH:6][c:7]1[O:8][c:9]1[c:10]([F:32])[cH:11][c:12]([NH:15][C:16](=[O:17])[c:18]2[cH:19][nH:20][cH:21][c:22](-[c:25]3[cH:26][cH:27][c:28]([F:31])[cH:29][cH:30]3)[c:23]2=[O:24])[cH:13][cH:14]1.[Cs+:51].[Cs+:52].[I-:54].[K+:53].[O:70]=[CH:71][N:72]([CH3:73])[CH3:74].[P:55](=[O:56])([O:57][C:58]([CH3:59])([CH3:60])[CH3:61])([O:62][C:63]([CH3:64])([CH3:65])[CH3:66])[O:67][CH2:68][Cl:69]>>[Cl:1][c:2]1[c:3]([N:33]=[C:34]([c:35]2[cH:36][cH:37][cH:38][cH:39][cH:40]2)[c:41]2[cH:42][cH:43][cH:44][cH:45][cH:46]2)[n:4][cH:5][cH:6][c:7]1[O:8][c:9]1[c:10]([F:32])[cH:11][c:12]([NH:15][C:16](=[O:17])[c:18]2[cH:19][n:20]([CH2:68][O:67][P:55](=[O:56])([O:57][C:58]([CH3:59])([CH3:60])[CH3:61])[O:62][C:63]([CH3:64])([CH3:65])[CH3:66])[cH:21][c:22](-[c:25]3[cH:26][cH:27][c:28]([F:31])[cH:29][cH:30]3)[c:23]2=[O:24])[cH:13][cH:14]1. Reactants: FC1=C2C(=C(C(=NC2=CC(=C1)F)N1C[C@@H](NCC1)C)C)NC=1C=NC=C(C1)N1CCOCC1 ((S)-5,7-difluoro-3-methyl-2-(3-methylpiperazin-1-yl)-N-(5-morpholinopyridin-3-yl)quinolin-4-amine), ClC(=O)OC (methyl chloroformate). Yields the product FC1=C2C(=C(C(=NC2=CC(=C1)F)N1C[C@@H](N(CC1)C(=O)OC)C)C)NC=1C=NC=C(C1)N1CCOCC1 ((S)-methyl 4-(5,7-difluoro-3-methyl-4-(5-morpholinopyridin-3-ylamino)quinolin-2-yl)-2-methylpiperazine-1-carboxylate). RXN SMILES: [F:1][C:2]1[CH:11]=[C:10]([F:12])[CH:9]=[C:8]2[C:3]=1[C:4]([NH:21][C:22]1[CH:23]=[N:24][CH:25]=[C:26]([N:28]3[CH2:33][CH2:32][O:31][CH2:30][CH2:29]3)[CH:27]=1)=[C:5]([CH3:20])[C:6]([N:13]1[CH2:18][CH2:17][NH:16][C@@H:15]([CH3:19])[CH2:14]1)=[N:7]2.Cl[C:35]([O:37][CH3:38])=[O:36]>>[F:1][C:2]1[CH:11]=[C:10]([F:12])[CH:9]=[C:8]2[C:3]=1[C:4]([NH:21][C:22]1[CH:23]=[N:24][CH:25]=[C:26]([N:28]3[CH2:33][CH2:32][O:31][CH2:30][CH2:29]3)[CH:27]=1)=[C:5]([CH3:20])[C:6]([N:13]1[CH2:18][CH2:17][N:16]([C:35]([O:37][CH3:38])=[O:36])[C@@H:15]([CH3:19])[CH2:14]1)=[N:7]2. Reported procedure: Essentially prepared according to Procedure N using (S)-5,7-difluoro-3-methyl-2-(3-methylpiperazin-1-yl)-N-(5-morpholinopyridin-3-yl)quinolin-4-amine (50 mg, 0.11 mmol) and methyl chloroformate to give (S)-methyl 4-(5,7-difluoro-3-methyl-4-(5-morpholinopyridin-3-ylamino)quinolin-2-yl)-2-methylpiperazine-1-carboxylate. 1H NMR (CDCl3) δ ppm 7.94 (1H, d, J=2.3 Hz), 7.69 (1H, d, J=2.2 Hz), 7.30 (1H, ddd, J=10.0, 2.6, 1.3 Hz), 6.89 (1H, d, J=12.9 Hz), 6.81 (1H, ddd, J=13.9, 8.8, 2.5 Hz), 6.58 (1H, t,... Reactants: ClC1=NC=C(C=C1)C(C1=CC=CC=C1)=O (2-chloro-5-benzoylpyridine), N (ammonia). Run in 3A, CCO (EtOH). Conditions: temperature 145 celsius. Product: NC1=NC=C(C=C1)C(C1=CC=CC=C1)=O (2-amino-5-benzoylpyridine). As a reaction SMILES: Cl[C:2]1[CH:7]=[CH:6][C:5]([C:8](=[O:15])[C:9]2[CH:14]=[CH:13][CH:12]=[CH:11][CH:10]=2)=[CH:4][N:3]=1.[NH3:16]>CCO>[NH2:16][C:2]1[CH:7]=[CH:6][C:5]([C:8](=[O:15])[C:9]2[CH:14]=[CH:13][CH:12]=[CH:11][CH:10]=2)=[CH:4][N:3]=1. Procedure: The 2-chloro-5-benzoylpyridine (100 g, 0.460 mol) was dissolved in 500 ml of 3A EtOH and 400 ml of anhydrous ammonia, placed in a bomb, then heated at 145° C. for 16 hours. The solvents were removed in vacuo and the remaining tan solid was recrystallized from EtOH/H2O yielding 77.4 g (85%) of product as a tan solid. EA, MS(FD). The reactants are O=C([O-])[O-], COc1ccc2c(c1)C13CCN(C)C(C2)C1OC(C)(C)OC3, O=C(Cl)Oc1ccccc1, [K+], [K+], c1ccccc1. Product: COc1ccc2c(c1)C13CCN(C(=O)Oc4ccccc4)C(C2)C1OC(C)(C)OC3. RXN SMILES: [C:23]([O-:24])(=[O:25])[O-:26].[CH3:1][O:2][c:3]1[cH:4][cH:5][c:6]2[c:15]([cH:16]1)[C:14]13[CH:9]([CH:8]([CH2:7]2)[N:19]([CH3:20])[CH2:18][CH2:17]1)[O:10][C:11]([CH3:21])([CH3:22])[O:12][CH2:13]3.[Cl:29][C:30](=[O:31])[O:32][c:33]1[cH:34][cH:35][cH:36][cH:37][cH:38]1.[K+:27].[K+:28].[cH:39]1[cH:40][cH:41][cH:42][cH:43][cH:44]1>>[CH3:1][O:2][c:3]1[cH:4][cH:5][c:6]2[c:15]([cH:16]1)[C:14]13[CH:9]([CH:8]([CH2:7]2)[N:19]([C:20](=[O:24])[O:32][c:33]2[cH:34][cH:35][cH:36][cH:37][cH:38]2)[CH2:18][CH2:17]1)[O:10][C:11]([CH3:21])([CH3:22])[O:12][CH2:13]3.